From a dataset of the Open Reaction Database (ORD), a public repository of structured organic reaction records. describe an organic reaction: reactants, conditions, products, and yield Starting materials: ClC=1C=CC(=C(C(=O)C2=C(C=CC=C2F)F)C1)N1C(=NN=C1C)CO (5-chloro-2',6'-difluoro-2-[3-(hydroxymethyl)-5-methyl-4H-1,2,4-triazol-4-yl]benzophenone), P(Br)(Br)Br (phosphorus tribromide). Product: ClC=1C=CC(=C(C(=O)C2=C(C=CC=C2F)F)C1)N1C(=NN=C1C)CBr (5-chloro-2',6'-difluoro-2-[3-(bromomethyl)-5-methyl-4H-1,2,4-triazol-4-yl]benzophenone). Reaction SMILES: [Cl:1][C:2]1[CH:3]=[CH:4][C:5]([N:18]2[C:22]([CH3:23])=[N:21][N:20]=[C:19]2[CH2:24]O)=[C:6]([CH:17]=1)[C:7]([C:9]1[C:14]([F:15])=[CH:13][CH:12]=[CH:11][C:10]=1[F:16])=[O:8].P(Br)(Br)[Br:27]>>[Cl:1][C:2]1[CH:3]=[CH:4][C:5]([N:18]2[C:22]([CH3:23])=[N:21][N:20]=[C:19]2[CH2:24][Br:27])=[C:6]([CH:17]=1)[C:7]([C:9]1[C:14]([F:15])=[CH:13][CH:12]=[CH:11][C:10]=1[F:16])=[O:8]. Procedure: In the manner given in Example 7, 5-chloro-2',6'-difluoro-2-[3-(hydroxymethyl)-5-methyl-4H-1,2,4-triazol-4-yl]benzophenone is treated with phosphorus tribromide to give 5-chloro-2',6'-difluoro-2-[3-(bromomethyl)-5-methyl-4H-1,2,4-triazol-4-yl]benzophenone.